This data is from the Open Reaction Database (ORD), a public repository of structured organic reaction records. The task is: describe an organic reaction: reactants, conditions, products, and yield Reaction SMILES: [CH2:1]([S:5][C:6]1[C:15]2[C:10](=[CH:11][CH:12]=[C:13]([CH:16]=O)[CH:14]=2)[N:9]=[CH:8][C:7]=1[C:18]#[N:19])[CH2:2][CH2:3][CH3:4].COC1C=CC(/C=[C:35]2/[C:36]([NH:38][C:39]([S:41]/2)=[NH:40])=[O:37])=CC=1OC1CCCC1.C([O-])(=O)C.[Na+]>C(O)(=O)C>[NH2:40][C:39]1[S:41]/[C:35](=[CH:16]\[C:13]2[CH:14]=[C:15]3[C:10](=[CH:11][CH:12]=2)[N:9]=[CH:8][C:7]([C:18]#[N:19])=[C:6]3[S:5][CH2:1][CH2:2][CH2:3][CH3:4])/[C:36](=[O:37])[N:38]=1 |f:2.3|. The reactants are C(CCC)SC1=C(C=NC2=CC=C(C=C12)C=O)C#N (4-butylsulfanyl-6-formyl-quinoline-3-carbonitrile), COC=1C=CC(=CC1OC2CCCC2)/C=C\3/C(=O)NC(=N)S3 (pseudothiohydantoin), C(C)(=O)[O-].[Na+] (sodium acetate). Solvent: C(C)(=O)O (acetic acid). Yields the product NC=1S\C(\C(N1)=O)=C/C=1C=C2C(=C(C=NC2=CC1)C#N)SCCCC (6-[2-amino-4-oxo-4H-thiazol-(5Z)-ylidenemethyl]-4-butylsulfanyl-quinoline-3-carbonitrile). Procedure details: Similar procedure as described in example 38 was used, starting from 4-butylsulfanyl-6-formyl-quinoline-3-carbonitrile (example 53b), pseudothiohydantoin, sodium acetate and acetic acid to give 6-[2-amino-4-oxo-4H-thiazol-(5Z)-ylidenemethyl]-4-butylsulfanyl-quinoline-3-carbonitrile. LC-MS m/e 367 (MH+). Starting materials: C1(CCC1)O (cyclobutanol), [H-].[Na+] (sodium hydride), ClC1=CC(=NC=N1)N1CCN(CC1)C(=O)OC(C)(C)C (tert-butyl 4-(6-chloropyrimidin-4-yl)piperazine-1-carboxylate). Solvent: CN(C)C=O (DMF), CN(C)C=O (DMF). Reaction conditions: temperature 0 celsius, time 30 minute. The product is C1(CCC1)OC1=CC(=NC=N1)N1CCN(CC1)C(=O)OC(C)(C)C (tert-butyl 4-(6-cyclobutoxypyrimidin-4-yl)piperazine-1-carboxylate). Isolated yield 87.8%. Reaction SMILES: [H-].[Na+].[CH:3]1([OH:7])[CH2:6][CH2:5][CH2:4]1.Cl[C:9]1[N:14]=[CH:13][N:12]=[C:11]([N:15]2[CH2:20][CH2:19][N:18]([C:21]([O:23][C:24]([CH3:27])([CH3:26])[CH3:25])=[O:22])[CH2:17][CH2:16]2)[CH:10]=1>CN(C=O)C>[CH:3]1([O:7][C:9]2[N:14]=[CH:13][N:12]=[C:11]([N:15]3[CH2:20][CH2:19][N:18]([C:21]([O:23][C:24]([CH3:27])([CH3:26])[CH3:25])=[O:22])[CH2:17][CH2:16]3)[CH:10]=2)[CH2:6][CH2:5][CH2:4]1 |f:0.1|. Procedure: To a suspension of sodium hydride (60% in mineral oil, 469 mg, 11.7 mmol) in DMF (15 mL) was added cyclobutanol (0.92 ml, 11.7 mmol) at 0° C. After stirring at 0° C. for 30 min, a solution of tert-butyl 4-(6-chloropyrimidin-4-yl)piperazine-1-carboxylate (700 mg, 2.34 mmol) in DMF (0.5 mL) was slowly added, and the mixture was stirred at rt for 12 h. Then, the mixture was poured onto water, and the aqueous layer was extracted with EtOAc (twice). The combined organic layer was dried over sodium su... Starting materials: [BH4-], C1CCOC1, O=C1CCOc2cc(S(=O)(=O)c3cccc(F)c3)ccc21, [Na+]. The product is O=S(=O)(c1cccc(F)c1)c1ccc2c(c1)OCCC2O. RXN SMILES: [BH4-:22].[CH2:24]1[O:25][CH2:26][CH2:27][CH2:28]1.[F:1][c:2]1[cH:3][c:4]([S:8](=[O:9])(=[O:10])[c:11]2[cH:12][cH:13][c:14]3[c:19]([cH:20]2)[O:18][CH2:17][CH2:16][C:15]3=[O:21])[cH:5][cH:6][cH:7]1.[Na+:23]>>[F:1][c:2]1[cH:3][c:4]([S:8](=[O:9])(=[O:10])[c:11]2[cH:12][cH:13][c:14]3[c:19]([cH:20]2)[O:18][CH2:17][CH2:16][CH:15]3[OH:21])[cH:5][cH:6][cH:7]1. Reactants: FC1=C(CN2C3=NC(=NC=C3N(C2=O)C(=O)OC(C)(C)C)N2C=NC3=C2C=C(C=C3)C#N)C(=CC=C1)F (tert-Butyl 9-(2,6-difluorobenzyl)-2-(6-cyano-1H-benzo[d]imidazol-1-yl)-8-oxo-8,9-dihydropurine-7-carboxylate). The solvent is C(=O)(C(F)(F)F)O.C(Cl)Cl (TFA DCM). Reaction conditions: time 1 hour. The product is FC1=C(CN2C3=NC(=NC=C3NC2=O)N2C=NC3=C2C=C(C=C3)C#N)C(=CC=C1)F (3-(9-(2,6-Difluorobenzyl)-8-oxo-8,9-dihydro-7H-purin-2-yl)-3H-benzo[d]imidazole-5-carbonitrile). RXN SMILES: [F:1][C:2]1[CH:36]=[CH:35][CH:34]=[C:33]([F:37])[C:3]=1[CH2:4][N:5]1[C:13](=[O:14])[N:12](C(OC(C)(C)C)=O)[C:11]2[C:6]1=[N:7][C:8]([N:22]1[C:26]3[CH:27]=[C:28]([C:31]#[N:32])[CH:29]=[CH:30][C:25]=3[N:24]=[CH:23]1)=[N:9][CH:10]=2>C(O)(C(F)(F)F)=O.C(Cl)Cl>[F:37][C:33]1[CH:34]=[CH:35][CH:36]=[C:2]([F:1])[C:3]=1[CH2:4][N:5]1[C:13](=[O:14])[NH:12][C:11]2[C:6]1=[N:7][C:8]([N:22]1[C:26]3[CH:27]=[C:28]([C:31]#[N:32])[CH:29]=[CH:30][C:25]=3[N:24]=[CH:23]1)=[N:9][CH:10]=2 |f:1.2|. Reported procedure: A 1:1 solution of TFA/DCM (10 mL) was added to tert-Butyl 9-(2,6-difluorobenzyl)-2-(6-cyano-1H-benzo[d]imidazol-1-yl)-8-oxo-8,9-dihydropurine-7-carboxylate (60) and stirred for 1 hr. The solvents were removed en vacuo and the resulting solid was triturated with Et2O, and suspended in 6N HCl. Removal of solvents and trituration with Et2O of the resulting solid gave the titled compound (61) (68 mg) as a HCl salt, MH+=404, 1H NMR (d6-DMSO) δ 11.8 (s, 1H), 9.2 (s, 1H), 8.8 (s, 1H), 8.0 (s, 1H), 7.9 ...